From a dataset of the Open Reaction Database (ORD), a public repository of structured organic reaction records. describe an organic reaction: reactants, conditions, products, and yield The reactants are C(C)(=O)OC(C)=O (acetic anhydride), S(O)(O)(=O)=O (sulfuric acid), [H][H] (hydrogen), COCCCC1=CC=C(C=C1)C(C)=O (p-(3-methoxypropyl)acetophenone). Run in O (water), C(=O)O (formic acid). Yields the product COCCCC1=CC=C(C=C1)O (p-(3-methoxypropyl)phenol). RXN SMILES: [CH3:1][O:2][CH2:3][CH2:4][CH2:5][C:6]1[CH:11]=[CH:10][C:9](C(=O)C)=[CH:8][CH:7]=1.C(OC(=O)C)(=[O:17])C.S(=O)(=O)(O)O.[H][H]>O.C(O)=O>[CH3:1][O:2][CH2:3][CH2:4][CH2:5][C:6]1[CH:11]=[CH:10][C:9]([OH:17])=[CH:8][CH:7]=1. Reported procedure: 67 Grams of the p-(3-methoxypropyl)acetophenone and 620 ml of 88% formic acid (HCOOH) were mixed and stirred, after which 310 ml of acetic anhydride ((CH3CO)2O), 4 ml of concentrated sulfuric acid, and 110 ml of a 35% aqueous hydrogen perioxide solution were added thereto dropwise in that order. The resulting solution was heated to a temperature of 40° to 50° C. and then stirred for 8 hours, after which this reaction solution was poured into water. The separated oil layer was extracted, and the ... Starting materials: NC1=CC=C(C=CC(=O)NCC(=O)N(C)C=2C(=C(COC=3C=4N(C=CC3)C(=C(N4)C)Br)C(=CC2)Cl)Cl)C=C1 (8-[3-[N-(4-aminocinnamoylglycyl)-N-methylamino]-2,6-dichlorobenzyloxy]-3-bromo-2-methylimidazo[1,2-a]pyridine), C1(CCC(=O)O1)=O (succinic anhydride). Run in O1CCOCC1 (dioxane). Product: BrC1=C(N=C2N1C=CC=C2OCC2=C(C(=CC=C2Cl)N(C)C(CNC(C=CC2=CC=C(C=C2)NC(CCC(=O)O)=O)=O)=O)Cl)C (3-bromo-8-[3-[N-[4-(3-carboxypropionamido)cinnamoylglycyl]-N-methylamino]-2,6-dichlorobenzyloxy]-2-methylimidazo[1,2-a]pyridine). Yield: 100.4%. RXN SMILES: [NH2:1][C:2]1[CH:38]=[CH:37][C:5]([CH:6]=[CH:7][C:8]([NH:10][CH2:11][C:12]([N:14]([C:16]2[C:17]([Cl:36])=[C:18]([C:32]([Cl:35])=[CH:33][CH:34]=2)[CH2:19][O:20][C:21]2[C:22]3[N:23]([C:27]([Br:31])=[C:28]([CH3:30])[N:29]=3)[CH:24]=[CH:25][CH:26]=2)[CH3:15])=[O:13])=[O:9])=[CH:4][CH:3]=1.[C:39]1(=[O:45])[O:44][C:42](=[O:43])[CH2:41][CH2:40]1>O1CCOCC1>[Br:31][C:27]1[N:23]2[CH:24]=[CH:25][CH:26]=[C:21]([O:20][CH2:19][C:18]3[C:32]([Cl:35])=[CH:33][CH:34]=[C:16]([N:14]([C:12](=[O:13])[CH2:11][NH:10][C:8](=[O:9])[CH:7]=[CH:6][C:5]4[CH:4]=[CH:3][C:2]([NH:1][C:39](=[O:45])[CH2:40][CH2:41][C:42]([OH:44])=[O:43])=[CH:38][CH:37]=4)[CH3:15])[C:17]=3[Cl:36])[C:22]2=[N:29][C:28]=1[CH3:30]. Procedure: A solution of 8-[3-[N-(4-aminocinnamoylglycyl)-N-methylamino]-2,6-dichlorobenzyloxy]-3-bromo-2-methylimidazo[1,2-a]pyridine (150 mg) and succinic anhydride (26 mg) in dioxane (3 ml) was refluxed for 2 hours. After cooling, the solution was removed in vacuo to give 3-bromo-8-[3-[N-[4-(3-carboxypropionamido)cinnamoylglycyl]-N-methylamino]-2,6-dichlorobenzyloxy]-2-methylimidazo[1,2-a]pyridine (175 mg) as amorphous. Reactants: C(C)(C)(C)OC(=O)N1CCN(CC1)CC(C1=C(C2=C(C(OC2)=O)C=C1)C)O (tert-Butyl-4-[2-hydroxy-2-(4-methyl-1-oxo-1,3-dihydro-2-benzofuran-5-yl)ethyl]piperazine-1-carboxylate), Cl (HCl). The solvent is O1CCOCC1 (dioxane). Run at time 3 hour. The product is [Cl-].OC(C[NH+]1CCNCC1)C1=C(C2=C(C(OC2)=O)C=C1)C (1-[2-hydroxy-2-(4-methyl-1-oxo-1,3-dihydro-2-benzofuran-5-yl)ethyl]piperazin-1-ium chloride). Reaction SMILES: C(OC([N:8]1[CH2:13][CH2:12][N:11]([CH2:14][CH:15]([OH:27])[C:16]2[CH:25]=[CH:24][C:19]3[C:20](=[O:23])[O:21][CH2:22][C:18]=3[C:17]=2[CH3:26])[CH2:10][CH2:9]1)=O)(C)(C)C.[ClH:28]>O1CCOCC1>[Cl-:28].[OH:27][CH:15]([C:16]1[CH:25]=[CH:24][C:19]2[C:20](=[O:23])[O:21][CH2:22][C:18]=2[C:17]=1[CH3:26])[CH2:14][NH+:11]1[CH2:12][CH2:13][NH:8][CH2:9][CH2:10]1 |f:3.4|. Reported procedure: tert-Butyl-4-[2-hydroxy-2-(4-methyl-1-oxo-1,3-dihydro-2-benzofuran-5-yl)ethyl]piperazine-1-carboxylate (800 mg, 2.1 mmol, 1.0 eq) was treated with 4 N HCl in dioxane (4 mL). The reaction was stirred at r.t. for 3 h and then concentrated. The product was dried under high vacuum pump for 6 hr. The intermediate is often converted to the corresponding free base prior to use by partitioning between saturated Na2CO3 solution and CHCl3-IPA (3:1). LC-MS (IE, m/z): 277.1 [M+1]+; tR=0.4 min.